Dataset: the Open Reaction Database (ORD), a public repository of structured organic reaction records. Task: describe an organic reaction: reactants, conditions, products, and yield RXN SMILES: [Cl:39][CH2:40][Cl:41].[F:16][C:17]([CH2:18][OH:19])([CH2:20][N:21]1[C:22](=[O:31])[c:23]2[c:24]([cH:27][cH:28][cH:29][cH:30]2)[C:25]1=[O:26])[F:32].[F:1][C:2]([S:3](=[O:4])(=[O:5])[O:8][S:9](=[O:10])(=[O:11])[C:12]([F:13])([F:14])[F:15])([F:6])[F:7].[cH:33]1[cH:34][cH:35][n:36][cH:37][cH:38]1>>[O:8]([S:9](=[O:10])(=[O:11])[C:12]([F:13])([F:14])[F:15])[CH2:18][C:17]([F:16])([CH2:20][N:21]1[C:22](=[O:31])[c:23]2[c:24]([cH:27][cH:28][cH:29][cH:30]2)[C:25]1=[O:26])[F:32]. Yields the product O=C1c2ccccc2C(=O)N1CC(F)(F)COS(=O)(=O)C(F)(F)F. Starting materials: ClCCl, O=C1c2ccccc2C(=O)N1CC(F)(F)CO, O=S(=O)(OS(=O)(=O)C(F)(F)F)C(F)(F)F, c1ccncc1.